Dataset: the Open Reaction Database (ORD), a public repository of structured organic reaction records. Task: describe an organic reaction: reactants, conditions, products, and yield Reactants: O=C1CN(c2ccncc2)CCN1c1ccc(OCc2ccccc2)cc1, CO, [H][H], C1CCOC1. Product: O=C1CN(c2ccncc2)CCN1c1ccc(O)cc1. Reaction SMILES: [CH2:1]([c:2]1[cH:3][cH:4][cH:5][cH:6][cH:7]1)[O:8][c:9]1[cH:10][cH:11][c:12]([N:15]2[C:16](=[O:27])[CH2:17][N:18]([c:21]3[cH:22][cH:23][n:24][cH:25][cH:26]3)[CH2:19][CH2:20]2)[cH:13][cH:14]1.[CH3:30][OH:31].[H:28][H:29].[O:32]1[CH2:33][CH2:34][CH2:35][CH2:36]1>>[OH:8][c:9]1[cH:10][cH:11][c:12]([N:15]2[C:16](=[O:27])[CH2:17][N:18]([c:21]3[cH:22][cH:23][n:24][cH:25][cH:26]3)[CH2:19][CH2:20]2)[cH:13][cH:14]1. Starting materials: C=CCBr, CCO, [K+], [OH-], Sc1nnc(-c2ccccc2)c2ccccc12. The product is C=CCSc1nnc(-c2ccccc2)c2ccccc12. RXN SMILES: [CH2:20]([CH:21]=[CH2:22])[Br:23].[CH3:24][CH2:25][OH:26].[K+:19].[OH-:18].[c:1]1(-[c:7]2[n:8][n:9][c:10]([SH:17])[c:11]3[cH:12][cH:13][cH:14][cH:15][c:16]23)[cH:2][cH:3][cH:4][cH:5][cH:6]1>>[c:1]1(-[c:7]2[n:8][n:9][c:10]([S:17][CH2:22][CH:21]=[CH2:20])[c:11]3[cH:12][cH:13][cH:14][cH:15][c:16]23)[cH:2][cH:3][cH:4][cH:5][cH:6]1. The reactants are NC=1C=CC=C2CCCNC12 (8-amino-1,2,3,4-tetrahydroquinoline), N-[1-methylene-4-(carboxaldehyde)phenylene]-N-(2-nitrobenzenesulfonyl)-2-(aminomethyl)pyridine, C1CCOC1 (THF), [BH3-]C#N.[Na+] (NaBH3CN). Solvent: C1=CC=CC=C1 (benzene). The product is N1=C(C=CC=C1)CNCC1=CC=C(C=C1)CNC=1C=CC=C2CCCNC12 (N-(2-pyridinylmethyl)-N′-(1,2,3,4-tetrahydro-8-quinolinyl)-1,4-benzenedimethanamine). As a reaction SMILES: [NH2:1][C:2]1[CH:3]=[CH:4][CH:5]=[C:6]2[C:11]=1[NH:10][CH2:9][CH2:8][CH2:7]2.[CH2:12]1[CH2:16]O[CH2:14][CH2:13]1.[BH3-][C:18]#[N:19].[Na+]>C1C=CC=CC=1>[N:10]1[CH:9]=[CH:8][CH:14]=[CH:13][C:12]=1[CH2:16][NH:19][CH2:18][C:3]1[CH:2]=[CH:11][C:6]([CH2:7][NH:1][C:2]2[CH:3]=[CH:4][CH:5]=[C:6]3[C:11]=2[NH:10][CH2:9][CH2:8][CH2:7]3)=[CH:5][CH:4]=1 |f:2.3|. Procedure: A stirred solution of 8-amino-1,2,3,4-tetrahydroquinoline (0.136 g, 0.92 mmol) and N-[1-methylene-4-(carboxaldehyde)phenylene]-N-(2-nitrobenzenesulfonyl)-2-(aminomethyl)pyridine (0.370 g, 0.90 mmol) in benzene (20 mL) was heated to reflux under Dean-Stark conditions for 24 hours. The mixture was concentrated, dissolved in MeOH (10 mL) and THF (2 mL) and treated with NaBH3CN (0.094 g, 1.49 mmol) for 72 hours. The mixture was concentrated and partitioned between CH2Cl2 (20 mL) and a 1.0 M aqueous ... Starting materials: FC1=C(C=CC(=C1)F)C1=CC=C(C=C1)S(=O)(=O)NC1=CC(=CC=C1)C1OC1 (2′,4′-difluoro-N-(3-(oxiran-2-yl)phenyl)biphenyl-4-sulfonamide), CN (methylamine). Run in C(C)O (ethanol). The product is FC1=C(C=CC(=C1)F)C1=CC=C(C=C1)S(=O)(=O)NC1=CC(=CC=C1)C(CNC)O (2′,4′-Difluoro-N-(3-(1-hydroxy-2-(methylamino)ethyl)phenyl)biphenyl-4-sulfonamide). Reaction SMILES: [F:1][C:2]1[CH:7]=[C:6]([F:8])[CH:5]=[CH:4][C:3]=1[C:9]1[CH:14]=[CH:13][C:12]([S:15]([NH:18][C:19]2[CH:24]=[CH:23][CH:22]=[C:21]([CH:25]3[CH2:27][O:26]3)[CH:20]=2)(=[O:17])=[O:16])=[CH:11][CH:10]=1.[CH3:28][NH2:29]>C(O)C>[F:1][C:2]1[CH:7]=[C:6]([F:8])[CH:5]=[CH:4][C:3]=1[C:9]1[CH:14]=[CH:13][C:12]([S:15]([NH:18][C:19]2[CH:24]=[CH:23][CH:22]=[C:21]([CH:25]([OH:26])[CH2:27][NH:29][CH3:28])[CH:20]=2)(=[O:17])=[O:16])=[CH:11][CH:10]=1. Procedure details: Using a method analogous to Method D, using 2′,4′-difluoro-N-(3-(oxiran-2-yl)phenyl)biphenyl-4-sulfonamide and 33% methylamine in ethanol, a mixture of regioisomers was obtained. This solution was evaporated and the isomers were separated by flash chromatography (SiO2, eluting with 5% to 20% methanol/DCM, containing 0.1% concentrated aqueous NH3), giving ABD789 as a light orange powder (165 mg). With further elution (increasing the polarity slowly to 40% methanol/DCM) ABD783 was obtained as an o... Starting materials: CCOC(CC)(OCC)c1ccc(OC)cc1, CCO, Cc1ccc(S(=O)(=O)O)cc1. The product is CC=C(OCC)c1ccc(OC)cc1. Reaction SMILES: [CH2:1]([CH3:2])[O:3][C:4]([CH2:5][CH3:6])([c:7]1[cH:8][cH:9][c:10]([O:13][CH3:14])[cH:11][cH:12]1)[O:15][CH2:16][CH3:17].[CH3:29][CH2:30][OH:31].[c:18]1([CH3:19])[cH:20][cH:21][c:22]([S:23]([OH:24])(=[O:25])=[O:26])[cH:27][cH:28]1>>[CH2:1]([CH3:2])[O:3][C:4](=[CH:5][CH3:6])[c:7]1[cH:8][cH:9][c:10]([O:13][CH3:14])[cH:11][cH:12]1. RXN SMILES: [CH3:1][S:2]([C:5]1[CH:10]=[CH:9][C:8](B(O)O)=[CH:7][CH:6]=1)(=[O:4])=[O:3].Br[C:15]1[CH:20]=[CH:19][C:18]([OH:21])=[CH:17][C:16]=1[OH:22].C([O-])([O-])=O.[Na+].[Na+]>Cl[Pd](Cl)([P](C1C=CC=CC=1)(C1C=CC=CC=1)C1C=CC=CC=1)[P](C1C=CC=CC=1)(C1C=CC=CC=1)C1C=CC=CC=1.COCCOC>[CH3:1][S:2]([C:5]1[CH:10]=[CH:9][C:8]([C:15]2[C:16]([OH:22])=[CH:17][C:18]([OH:21])=[CH:19][CH:20]=2)=[CH:7][CH:6]=1)(=[O:4])=[O:3] |f:2.3.4,^1:31,50|. Product: CS(=O)(=O)C1=CC=C(C=C1)C=1C(=CC(=CC1)O)O (4′-(Methylsulfonyl)-2,4-biphenyldiol). Run in COCCOC (DME). Isolated yield 35.8%. Reagents/catalysts: Cl[Pd]([P](C1=CC=CC=C1)(C2=CC=CC=C2)C3=CC=CC=C3)([P](C4=CC=CC=C4)(C5=CC=CC=C5)C6=CC=CC=C6)Cl (Pd(PPh3)2Cl2). Procedure details: 4′-(Methylsulfonyl)-2,4-biphenyldiol (500 mg, 36%) was prepared as a clear oil from [4-(methylsulfonyl)phenyl]boronic acid (1.06 g, 5.29 mmol), 4-bromo-1,3-benzenediol (1 g, 5.29 mmol), Pd(PPh3)2Cl2 (100 mg, 0.14 mmol), 2M Na2CO3 (5 mL) and DME (5 mL) in a manner similar to Example 21, Step 3. 1H NMR (400 MHz, DMSO-d6) δ 9.68 (s, 1H), 9.52 (s, 1H), 7.88-7.80 (m, 2H), 7.75-7.69 (m, 2H), 7.13 (d, 1H, J=8.4 Hz), 6.41 (d, 1H, J=2.2 Hz), 6.32 (dd, 1H, Ja=8.4 Hz, Jb=2.4 Hz), 3.31 (s, 3H); LRMS (ESI), ... Reactants: CS(=O)(=O)C1=CC=C(C=C1)B(O)O ([4-(methylsulfonyl)phenyl]boronic acid), BrC1=C(C=C(C=C1)O)O (4-bromo-1,3-benzenediol), C(=O)([O-])[O-].[Na+].[Na+] (Na2CO3). Reactants: BrC1=C(C=C(C=C1)F)OCC#C (1-bromo-4-fluoro-2-prop-2-ynyloxy-benzene), [F-].[Cs+] (caesium fluoride), C(C)OCC (diethyl ether). The solvent is CCN(CC)C=1C=CC=CC1 (diethylaniline). Product: BrC1=CC=C(C=2C=C(OC21)C)F (7-bromo-4-fluoro-2-methylbenzofuran). Yield: 89.0%. RXN SMILES: [Br:1][C:2]1[CH:7]=[CH:6][C:5]([F:8])=[CH:4][C:3]=1[O:9][CH2:10][C:11]#C.[F-].[Cs+].[CH2:15](OCC)C>CCN(C1C=CC=CC=1)CC>[Br:1][C:2]1[C:3]2[O:9][C:10]([CH3:11])=[CH:15][C:4]=2[C:5]([F:8])=[CH:6][CH:7]=1 |f:1.2|. Procedure details: A suspension of 57 g (250 mmol) of 1-bromo-4-fluoro-2-prop-2-ynyloxy-benzene and 53 g (350 mmol) of caesium fluoride in 400 ml of diethylaniline was heated at reflux in a metal bath for 4 hours. After cooling to room temperature 1500 ml of diethyl ether were added thereto and the insoluble constituents were filtered off. The diethyl ether phase was washed three times with 600 ml of 1N hydrochloric acid, dried over sodium sulfate and concentrated in a vacuum. The crude product obtained was purifi... Reaction SMILES: [CH2:39]1[O:40][CH2:41][CH2:42][CH2:43]1.[CH3:1][CH2:2][CH2:3][CH2:4][Li:5].[CH3:6][CH2:7][CH2:8][CH2:9][CH2:10][CH3:11].[F:21][c:22]1[cH:23][c:24]([C:25]#[N:26])[cH:27][cH:28][c:29]1[CH:30]1[CH2:31][C:32](=[O:38])[c:33]2[n:34]1[cH:35][n:36][cH:37]2.[s:12]1[cH:13][n:14][c:15]2[c:16]1[cH:17][cH:18][cH:19][cH:20]2>>[s:12]1[c:13]([C:32]2([OH:38])[CH2:31][CH:30]([c:29]3[c:22]([F:21])[cH:23][c:24]([C:25]#[N:26])[cH:27][cH:28]3)[n:34]3[c:33]2[cH:37][n:36][cH:35]3)[n:14][c:15]2[c:16]1[cH:17][cH:18][cH:19][cH:20]2. The reactants are C1CCOC1, [Li]CCCC, CCCCCC, N#Cc1ccc(C2CC(=O)c3cncn32)c(F)c1, c1ccc2scnc2c1. Product: N#Cc1ccc(C2CC(O)(c3nc4ccccc4s3)c3cncn32)c(F)c1.